Dataset: the Open Reaction Database (ORD), a public repository of structured organic reaction records. Task: describe an organic reaction: reactants, conditions, products, and yield Reactants: ClC=1N=C(C2=C(N1)SC(=C2)C)NCC2=CC1=C(C=C2)OCO1 (2-chloro-6-methyl-4-(3,4-methylenedioxybenzylamino)-thieno-[2,3-d]-pyrimidine), N1CCC(CC1)C(=O)OCC (ethyl piperidine-4-carboxylate). Run in C(Cl)Cl (methylene chloride). Product: CC1=CC2=C(N=C(N=C2NCC2=CC3=C(C=C2)OCO3)N3CCC(CC3)C(=O)OCC)S1 (ethyl 1-[6-methyl-4-(3,4-methylenedioxybenzylamino)-thieno-[2,3-d]-pyrimidine-2-yl]-piperidine-4-carboxylate). The yield is 22.0%. RXN SMILES: Cl[C:2]1[N:3]=[C:4]([NH:12][CH2:13][C:14]2[CH:19]=[CH:18][C:17]3[O:20][CH2:21][O:22][C:16]=3[CH:15]=2)[C:5]2[CH:10]=[C:9]([CH3:11])[S:8][C:6]=2[N:7]=1.[NH:23]1[CH2:28][CH2:27][CH:26]([C:29]([O:31][CH2:32][CH3:33])=[O:30])[CH2:25][CH2:24]1>C(Cl)Cl>[CH3:11][C:9]1[S:8][C:6]2[N:7]=[C:2]([N:23]3[CH2:28][CH2:27][CH:26]([C:29]([O:31][CH2:32][CH3:33])=[O:30])[CH2:25][CH2:24]3)[N:3]=[C:4]([NH:12][CH2:13][C:14]3[CH:19]=[CH:18][C:17]4[O:20][CH2:21][O:22][C:16]=4[CH:15]=3)[C:5]=2[CH:10]=1. Procedure details: 1.67 g of 2-chloro-6-methyl-4-(3,4-methylenedioxybenzylamino)-thieno-[2,3-d]-pyrimidine and 3 g of ethyl piperidine-4-carboxylate are heated at 130° for 3 hours. After cooling, the residue is dissolved in methylene chloride and the solution is worked up in the customary manner. 0.5 g of ethyl 1-[6-methyl-4-(3,4-methylenedioxybenzylamino)-thieno-[2,3-d]-pyrimidine-2-yl]-piperidine-4-carboxylate is obtained. Reactants: COC1=C(C(=O)N2CC(CC2)(CCOS(=O)(=O)C)C2=CC=CC=C2)C=C(C=C1)OC(F)(F)F (1-(2-methoxy-5-trifluoromethoxybenzoyl)-3-phenyl-3-(2-methanesulfonyloxyethyl)pyrrolidine), C(C)OCCN1C(=NC2=C1C=CC=C2)NC2CCNCC2 ((1-(2-ethoxyethyl)-1H-benzimidazol-2-yl)(piperidin-4-yl)amine). The product is COC1=C(C(=O)N2CC(CC2)(C2=CC=CC=C2)CCN2CCC(CC2)NC2=NC3=C(N2CCOCC)C=CC=C3)C=C(C=C1)OC(F)(F)F (1-(2-methoxy-5-trifluoromethoxybenzoyl)-3-(2-(4-(1-(2-ethoxyethyl)-1H-benzimidazol-2-yl-amino)piperidin-1-yl)ethyl)-3-phenylpyrrolidine). As a reaction SMILES: [CH3:1][O:2][C:3]1[CH:28]=[CH:27][C:26]([O:29][C:30]([F:33])([F:32])[F:31])=[CH:25][C:4]=1[C:5]([N:7]1[CH2:11][CH2:10][C:9]([C:19]2[CH:24]=[CH:23][CH:22]=[CH:21][CH:20]=2)([CH2:12][CH2:13]OS(C)(=O)=O)[CH2:8]1)=[O:6].[CH2:34]([O:36][CH2:37][CH2:38][N:39]1[C:43]2[CH:44]=[CH:45][CH:46]=[CH:47][C:42]=2[N:41]=[C:40]1[NH:48][CH:49]1[CH2:54][CH2:53][NH:52][CH2:51][CH2:50]1)[CH3:35]>>[CH3:1][O:2][C:3]1[CH:28]=[CH:27][C:26]([O:29][C:30]([F:31])([F:33])[F:32])=[CH:25][C:4]=1[C:5]([N:7]1[CH2:11][CH2:10][C:9]([CH2:12][CH2:13][N:52]2[CH2:51][CH2:50][CH:49]([NH:48][C:40]3[N:39]([CH2:38][CH2:37][O:36][CH2:34][CH3:35])[C:43]4[CH:44]=[CH:45][CH:46]=[CH:47][C:42]=4[N:41]=3)[CH2:54][CH2:53]2)([C:19]2[CH:20]=[CH:21][CH:22]=[CH:23][CH:24]=2)[CH2:8]1)=[O:6]. Reported procedure: Prepare by the method of Example 1.6 using 1-(2-methoxy-5-trifluoromethoxybenzoyl)-3-phenyl-3-(2-methanesulfonyloxyethyl)pyrrolidine and (1-(2-ethoxyethyl)-1H-benzimidazol-2-yl)(piperidin-4-yl)amine to give the title compound. Starting materials: COC(=O)c1ccc(-c2cccc(OC)c2)c(C2=CCCCCC2)c1, CCOC(C)=O, [H][H]. Yields the product COC(=O)c1ccc(-c2cccc(OC)c2)c(C2CCCCCC2)c1. RXN SMILES: [C:1]1([c:8]2[c:9](-[c:18]3[cH:19][c:20]([O:24][CH3:25])[cH:21][cH:22][cH:23]3)[cH:10][cH:11][c:12]([C:14](=[O:15])[O:16][CH3:17])[cH:13]2)=[CH:2][CH2:3][CH2:4][CH2:5][CH2:6][CH2:7]1.[CH3:28][CH2:29][O:30][C:31]([CH3:32])=[O:33].[H:26][H:27]>>[CH:1]1([c:8]2[c:9](-[c:18]3[cH:19][c:20]([O:24][CH3:25])[cH:21][cH:22][cH:23]3)[cH:10][cH:11][c:12]([C:14](=[O:15])[O:16][CH3:17])[cH:13]2)[CH2:2][CH2:3][CH2:4][CH2:5][CH2:6][CH2:7]1. The reactants are NCCNC(=O)C1=CNC(=C1)C1=NC=CC(=C1)OC1=CC=C(C=C1)NC(=O)NC1=C(C=CC(=C1)C)F (N-(2-aminoethyl)-5-{4-[4-({[(2-fluoro-5-methylphenyl)amino]carbonyl}amino)phenoxy]pyridin-2-yl}-1H-pyrrole-3-carboxamide), C(C)(C)N(C(C)C)CC (N,N-diisopropylethylamine), BrCC(=O)OC (methyl bromoacetate), O (water). Run in CN(C)C=O (DMF). Conditions: time 1 hour. Yields the product FC1=C(C=C(C=C1)C)NC(=O)NC1=CC=C(OC2=CC(=NC=C2)C2=CC(=CN2)C(=O)NCCNCC(=O)OC)C=C1 (methyl [(2-{[(5-{4-[4-({[(2-fluoro-5-methylphenyl)amino]carbonyl}amino)phenoxy]pyridin-2-yl}-1H-pyrrol-3-yl)carbonyl]amino}ethyl)amino]acetate). As a reaction SMILES: [NH2:1][CH2:2][CH2:3][NH:4][C:5]([C:7]1[CH:11]=[C:10]([C:12]2[CH:17]=[C:16]([O:18][C:19]3[CH:24]=[CH:23][C:22]([NH:25][C:26]([NH:28][C:29]4[CH:34]=[C:33]([CH3:35])[CH:32]=[CH:31][C:30]=4[F:36])=[O:27])=[CH:21][CH:20]=3)[CH:15]=[CH:14][N:13]=2)[NH:9][CH:8]=1)=[O:6].C(N(CC)C(C)C)(C)C.Br[CH2:47][C:48]([O:50][CH3:51])=[O:49].O>CN(C=O)C>[F:36][C:30]1[CH:31]=[CH:32][C:33]([CH3:35])=[CH:34][C:29]=1[NH:28][C:26]([NH:25][C:22]1[CH:23]=[CH:24][C:19]([O:18][C:16]2[CH:15]=[CH:14][N:13]=[C:12]([C:10]3[NH:9][CH:8]=[C:7]([C:5]([NH:4][CH2:3][CH2:2][NH:1][CH2:47][C:48]([O:50][CH3:51])=[O:49])=[O:6])[CH:11]=3)[CH:17]=2)=[CH:20][CH:21]=1)=[O:27]. Procedure details: To a stirred solution of N-(2-aminoethyl)-5-{4-[4-({[(2-fluoro-5-methylphenyl)amino]carbonyl}amino)phenoxy]pyridin-2-yl}-1H-pyrrole-3-carboxamide (200 mg, 0.41 mmol) in 10 ml of anhydrous DMF, were added N,N-diisopropylethylamine (137 mg, 1.06 mmol) and methyl bromoacetate (82 mg, 0.54 mmol). The mixture was stirred at room temperature for 1 hour and poured into 100 ml of water. The precipitates were filtered, washed with water, and dried in vacuo to give the crude, which was purified by silica ...